Task: describe an organic reaction: reactants, conditions, products, and yield. Dataset: the Open Reaction Database (ORD), a public repository of structured organic reaction records Starting materials: CC(C)(C)C1=CC=2N(N=C1OCC=1N(N=CN1)CC)C(=NN2)C2=C(C(=CC=C2F)F)F (7-(1,1-Dimethylethyl)-6-(2-ethyl-2H-1,2,4-triazol-3-ylmethoxy)-3-(2,3,6-trifluorophenyl)-1,2,4-triazolo[4,3-b]pyridazine), CN1N=CN=C1CO ((2-methyl-2H-1,2,4-triazol-3-yl)methanol), A-421210, C([O-])([O-])=O.[Cs+].[Cs+] (caesium carbonate). Solvent: CS(=O)C (dimethylsulfoxide). Run at temperature 50 celsius, time 24 hour. Yields the product CC(C)(C)C1=CC=2N(N=C1OCC=1N(N=CN1)C)C(=NN2)C2=C(C(=CC=C2F)F)F (7-(1,1-Dimethylethyl)-6-(2-methyl-2H-1,2,4-triazol-3-ylmethoxy)-3-(2,3,6-trifluorophenyl)-1,2,4-triazolo[4,3-b]pyridazine). Reaction SMILES: [CH3:1][C:2]([C:5]1[C:10]([O:11][CH2:12][C:13]2[N:14]([CH2:18]C)[N:15]=[CH:16][N:17]=2)=[N:9][N:8]2[C:20]([C:23]3[C:28]([F:29])=[CH:27][CH:26]=[C:25]([F:30])[C:24]=3[F:31])=[N:21][N:22]=[C:7]2[CH:6]=1)([CH3:4])[CH3:3].CN1C(CO)=NC=N1.C(=O)([O-])[O-].[Cs+].[Cs+]>CS(C)=O>[CH3:4][C:2]([C:5]1[C:10]([O:11][CH2:12][C:13]2[N:14]([CH3:18])[N:15]=[CH:16][N:17]=2)=[N:9][N:8]2[C:20]([C:23]3[C:28]([F:29])=[CH:27][CH:26]=[C:25]([F:30])[C:24]=3[F:31])=[N:21][N:22]=[C:7]2[CH:6]=1)([CH3:1])[CH3:3] |f:2.3.4|. Procedure details: To the product of Example 4 Step a) (2.67 g) and (2-methyl-2H-1,2,4-triazol-3-yl)methanol (prepared as described in EP-A-421210) (0.93 g) in dry dimethylsulfoxide (10 ml) was added caesium carbonate (3.14 g), and the mixture stirred at 50° C. under an atmosphere of dry nitrogen for 24 hours. On cooling to room temperature, the mixture was partitioned between ethyl acetate and water. The organic phase was separated, washed with water, evaporated at reduced pressure, and the residue chromatographe... The reactants are BrC=C1c2ccccc2CCc2ccccc21, OB(O)c1ccccc1C(F)(F)F. The product is FC(F)(F)c1ccccc1C=C1c2ccccc2CCc2ccccc21. Reaction SMILES: [Br:1][CH:2]=[C:3]1[c:4]2[c:5]([cH:14][cH:15][cH:16][cH:17]2)[CH2:6][CH2:7][c:8]2[c:9]1[cH:10][cH:11][cH:12][cH:13]2.[F:18][C:19]([c:20]1[c:21]([B:26]([OH:27])[OH:28])[cH:22][cH:23][cH:24][cH:25]1)([F:29])[F:30]>>[CH:2](=[C:3]1[c:4]2[c:5]([cH:14][cH:15][cH:16][cH:17]2)[CH2:6][CH2:7][c:8]2[c:9]1[cH:10][cH:11][cH:12][cH:13]2)[c:21]1[c:20]([C:19]([F:18])([F:29])[F:30])[cH:25][cH:24][cH:23][cH:22]1. Reactants: BrC1=C(C=O)C=CC=C1 (2-Bromobenzaldehyde), C1(=CC=CC=C1)B(O)O (phenylboronic acid), C(=O)([O-])[O-].[Na+].[Na+] (Na2CO3). The reagents and catalysts are C=1C=CC(=CC1)[P](C=2C=CC=CC2)(C=3C=CC=CC3)[Pd]([P](C=4C=CC=CC4)(C=5C=CC=CC5)C=6C=CC=CC6)([P](C=7C=CC=CC7)(C=8C=CC=CC8)C=9C=CC=CC9)[P](C=1C=CC=CC1)(C=1C=CC=CC1)C=1C=CC=CC1 (Pd(PPh3)4). Solvent: CCOC(=O)C (EtOAc), C(=O)(O)[O-].[Na+] (NaHCO3), CN(C=O)C (N,N-dimethylformamide). Run at temperature 160 celsius. The product is C=1(C(=CC=CC1)C=O)C1=CC=CC=C1 (Biphenyl-2-carbaldehyde). Isolated yield 75.2%. As a reaction SMILES: Br[C:2]1[CH:9]=[CH:8][CH:7]=[CH:6][C:3]=1[CH:4]=[O:5].[C:10]1(B(O)O)[CH:15]=[CH:14][CH:13]=[CH:12][CH:11]=1.C([O-])([O-])=O.[Na+].[Na+]>CN(C)C=O.CCOC(C)=O.C([O-])(O)=O.[Na+].C1C=CC([P]([Pd]([P](C2C=CC=CC=2)(C2C=CC=CC=2)C2C=CC=CC=2)([P](C2C=CC=CC=2)(C2C=CC=CC=2)C2C=CC=CC=2)[P](C2C=CC=CC=2)(C2C=CC=CC=2)C2C=CC=CC=2)(C2C=CC=CC=2)C2C=CC=CC=2)=CC=1>[C:2]1([C:10]2[CH:15]=[CH:14][CH:13]=[CH:12][CH:11]=2)[C:3]([CH:4]=[O:5])=[CH:6][CH:7]=[CH:8][CH:9]=1 |f:2.3.4,7.8,^1:44,46,65,84|. Procedure details: 2-Bromobenzaldehyde (315 μL, 2.70 mmol), phenylboronic acid (395 mg, 3.24 mmol), Pd(PPh3)4 (31 mg, 0.027 mmol) and Na2CO3 (430 mg, 4.05 mmol) were dissolved in N,N-dimethylformamide (20 mL) in a reaction vessel and refluxed at 160° C. for 6 hours. After the reaction was completed, the reaction mixture was diluted with EtOAc and saturated NaHCO3 solution was added. The organic layer obtained by extracting the aqueous layer with EtOAc was dried with anhydrous MgSO4 and then filtered. The filtrate ... Procedure details: A 50 ml. glacial acetic acid solution of 3.0 g. (0.03 m.) 2-pyrrolidinethione and 6.5 g. (0.03 m.) α-bromophenylacetic acid is heated on a steam bath for 5 hours. The solution is cooled and the precipitated solid is collected and washed with acetone and ether. The 7.0 g. of solid is recrystallized from acetonitrile to give 4.2 g. (47% yield) of title compound, m.p. 200°-205° C. Product: [Br-].OC=1[N+]2=C(SC1C1=CC=CC=C1)CCC2 (6,7-Dihydro-3-hydroxy-2-phenyl-5H-pyrrolo[2,1-b]thiazolium bromide). The reactants are N1C(CCC1)=S (2-pyrrolidinethione), BrC(C(=O)O)C1=CC=CC=C1 (α-bromophenylacetic acid). Isolated yield 47.0%. Solvent: C(C)(=O)O (acetic acid). Reaction SMILES: [NH:1]1[CH2:5][CH2:4][CH2:3][C:2]1=[S:6].[Br:7][CH:8]([C:12]1[CH:17]=[CH:16][CH:15]=[CH:14][CH:13]=1)[C:9](O)=[O:10]>C(O)(=O)C>[Br-:7].[OH:10][C:9]1[N+:1]2[CH2:5][CH2:4][CH2:3][C:2]=2[S:6][C:8]=1[C:12]1[CH:17]=[CH:16][CH:15]=[CH:14][CH:13]=1 |f:3.4|. Starting materials: CC=CC(O)CC(C)COC(C)(C)C, CC#CC(O)CC(C)COCCCC. Product: CC=CC(O)CC(C)COCCCC. RXN SMILES: [C:15]([O:16][CH2:17][CH:18]([CH3:19])[CH2:20][CH:21]([OH:22])[CH:23]=[CH:24][CH3:25])([CH3:26])([CH3:27])[CH3:28].[CH2:1]([CH2:2][CH2:3][CH3:4])[O:5][CH2:6][CH:7]([CH2:8][CH:9]([C:10]#[C:11][CH3:12])[OH:13])[CH3:14]>>[CH2:1]([CH2:2][CH2:3][CH3:4])[O:5][CH2:6][CH:7]([CH2:8][CH:9]([CH:10]=[CH:11][CH3:12])[OH:13])[CH3:14]. Starting materials: COC1=CC=C2CCCC(C2=C1)=CC#N ((1,2,3,4-tetrahydro-7-methoxy-1-naphthylidene)acetonitrile), N.C(C)O (ammonia ethanol). Reagents/catalysts: [Ni] (Raney nickel). Run in C(C)O (ethanol). Reaction conditions: temperature 50 celsius, time 4 hour. Yields the product NCCC1CCCC2=CC=C(C=C12)OC (1-(2-aminoethyl)-7-methoxy-1,2,3,4-tetrahydronaphthalene). As a reaction SMILES: [CH3:1][O:2][C:3]1[CH:12]=[C:11]2[C:6]([CH2:7][CH2:8][CH2:9][C:10]2=[CH:13][C:14]#[N:15])=[CH:5][CH:4]=1.N.C(O)C>C(O)C.[Ni]>[NH2:15][CH2:14][CH2:13][CH:10]1[C:11]2[C:6](=[CH:5][CH:4]=[C:3]([O:2][CH3:1])[CH:12]=2)[CH2:7][CH2:8][CH2:9]1 |f:1.2|. Procedure details: To a solution of (1,2,3,4-tetrahydro-7-methoxy-1-naphthylidene)acetonitrile (1.0 g, 5.02 mmol) in ethanol (10 ml) were added a saturated ammonia/ethanol solution (5 ml) and Raney nickel (W-2, 1 g). The mixture was stirred for 4 hours at 50° C. under hydrogen atmosphere (3-4 kgf/cm2). The Raney nickel was filtered off and, then, the solvent was distilled off under reduced pressure to give 1-(2-aminoethyl)-7-methoxy-1,2,3,4-tetrahydronaphthalene. To a solution of this 1-(2-aminoethyl)-7-methoxy-1,... Reactants: BrC=1C=C(C=NC1)NC(=O)N1CCC2=CC(=C(C=C12)C(F)(F)F)OC (1-(5-bromo-pyrid-3-yl carbamoyl)-5-methoxy-6-trifluoromethyl-indoline), C1(=CC=CC=C1)B(O)O (phenyl boronic acid), C([O-])([O-])=O.[Na+].[Na+] (sodium carbonate). The reagents and catalysts are [Pd].C1(=CC=CC=C1)P(C1=CC=CC=C1)C1=CC=CC=C1.C1(=CC=CC=C1)P(C1=CC=CC=C1)C1=CC=CC=C1.C1(=CC=CC=C1)P(C1=CC=CC=C1)C1=CC=CC=C1.C1(=CC=CC=C1)P(C1=CC=CC=C1)C1=CC=CC=C1 (tetrakis (triphenylphosphine) palladium (0)). Solvent: C(OC)COC.O (dimethoxyethane water). The product is C1(=CC=CC=C1)C=1C=C(C=NC1)NC(=O)N1CCC2=CC(=C(C=C12)C(F)(F)F)OC (1-(5-Phenyl Pyrid-3-yl Carbamoyl)-5-methoxy-6-trifluoromethyl Indoline). Isolated yield 67.7%. As a reaction SMILES: Br[C:2]1[CH:3]=[C:4]([NH:8][C:9]([N:11]2[C:19]3[C:14](=[CH:15][C:16]([O:24][CH3:25])=[C:17]([C:20]([F:23])([F:22])[F:21])[CH:18]=3)[CH2:13][CH2:12]2)=[O:10])[CH:5]=[N:6][CH:7]=1.[C:26]1(B(O)O)[CH:31]=[CH:30][CH:29]=[CH:28][CH:27]=1.C(=O)([O-])[O-].[Na+].[Na+]>C(COC)OC.O.[Pd].C1(P(C2C=CC=CC=2)C2C=CC=CC=2)C=CC=CC=1.C1(P(C2C=CC=CC=2)C2C=CC=CC=2)C=CC=CC=1.C1(P(C2C=CC=CC=2)C2C=CC=CC=2)C=CC=CC=1.C1(P(C2C=CC=CC=2)C2C=CC=CC=2)C=CC=CC=1>[C:26]1([C:2]2[CH:3]=[C:4]([NH:8][C:9]([N:11]3[C:19]4[C:14](=[CH:15][C:16]([O:24][CH3:25])=[C:17]([C:20]([F:23])([F:22])[F:21])[CH:18]=4)[CH2:13][CH2:12]3)=[O:10])[CH:5]=[N:6][CH:7]=2)[CH:31]=[CH:30][CH:29]=[CH:28][CH:27]=1 |f:2.3.4,5.6,7.8.9.10.11|. Procedure details: A mixture of 1-(5-bromo-pyrid-3-yl carbamoyl)-5-methoxy-6-trifluoromethyl-indoline (D14, 208 mg, 0.5 mmol), phenyl boronic acid (300 mg, 2.4 mmol), sodium carbonate (0.32 g, 3 mmol) and tetrakis (triphenylphosphine) palladium (0) (30 mg) in dimethoxyethane-water (5 ml-1 ml) was heated to reflux under argon for 10 h. The cooled reaction mixture was partitioned between ethyl acetate-half saturated brine. The organic extract was dried and evaporated affording a brown solid (0.14 g). Chromatography ... Reactants: C1(CCCC1)C=1C(=NC=C(C(=O)O)C1)OCC(F)(F)F (5-cyclopentyl-6-(2,2,2-trifluoro-ethoxy)-nicotinic acid), C1(CC1)C=1SC=C(N1)CN (2-cyclopropyl-4-thiazolemethanamine), solid. The product is C1(CCCC1)C=1C(=NC=C(C(=O)NCC=2N=C(SC2)C2CC2)C1)OCC(F)(F)F (5-cyclopentyl-N-(2-cyclopropyl-thiazol-4-ylmethyl)-6-(2,2,2-trifluoro-ethoxy)-nicotinamide). Reaction SMILES: [CH:1]1([C:6]2[C:7]([O:15][CH2:16][C:17]([F:20])([F:19])[F:18])=[N:8][CH:9]=[C:10]([CH:14]=2)[C:11]([OH:13])=O)[CH2:5][CH2:4][CH2:3][CH2:2]1.[CH:21]1([C:24]2[S:25][CH:26]=[C:27]([CH2:29][NH2:30])[N:28]=2)[CH2:23][CH2:22]1>>[CH:1]1([C:6]2[C:7]([O:15][CH2:16][C:17]([F:20])([F:19])[F:18])=[N:8][CH:9]=[C:10]([CH:14]=2)[C:11]([NH:30][CH2:29][C:27]2[N:28]=[C:24]([CH:21]3[CH2:23][CH2:22]3)[S:25][CH:26]=2)=[O:13])[CH2:2][CH2:3][CH2:4][CH2:5]1. Procedure: This compound was prepared following the same procedure as described in Example 11 using 5-cyclopentyl-6-(2,2,2-trifluoro-ethoxy)-nicotinic acid (Example 9c) (100 mg, 0.35 mmol) and 2-cyclopropyl-4-thiazolemethanamine (CAN 1083299-53-9, 54 mg, 0.35 mmol) as starting materials; off white solid (67 mg, 45.6%). MS (ESI): 426 (M+H)+. Reactants: C(C)OC(C(C)(C)OC1=CC(=CC(=C1)C(NC1CCNCC1)=O)OC)=O (2-[3-methoxy-5-(piperidin-4-ylcarbamoyl)-phenoxy]-2-methyl-propionic acid ethyl ester), C(C)OC=1C=C(C=O)C=C(C1N1C=CC=C1)OCC (3,5-diethoxy-4-pyrrol-1-yl-benzaldehyde), C(#N)[BH3-].[Na+] (sodium cyanoborohydride), C(C)N(C(C)C)C(C)C (N-ethyl-diisopropylamine). Run in C(C)O (ethanol), C(C)(=O)O (acetic acid). Yields the product C(C)OC(C(C)(C)OC1=CC(=CC(=C1)OC)C(NC1CCN(CC1)CC1=CC(=C(C(=C1)OCC)N1C=CC=C1)OCC)=O)=O (2-{3-[1-(3,5-Diethoxy-4-pyrrol-1-yl-benzyl)-piperidin-4-ylcarbamoyl]-5-methoxy-phenoxy}-2-methyl-propionic acid ethyl ester). As a reaction SMILES: [CH2:1]([O:3][C:4](=[O:26])[C:5]([O:8][C:9]1[CH:14]=[C:13]([C:15](=[O:23])[NH:16][CH:17]2[CH2:22][CH2:21][NH:20][CH2:19][CH2:18]2)[CH:12]=[C:11]([O:24][CH3:25])[CH:10]=1)([CH3:7])[CH3:6])[CH3:2].[CH2:27]([O:29][C:30]1[CH:31]=[C:32]([CH:35]=[C:36]([O:43][CH2:44][CH3:45])[C:37]=1[N:38]1[CH:42]=[CH:41][CH:40]=[CH:39]1)[CH:33]=O)[CH3:28].C([BH3-])#N.[Na+].C(N(C(C)C)C(C)C)C>C(O)C.C(O)(=O)C>[CH2:1]([O:3][C:4](=[O:26])[C:5]([O:8][C:9]1[CH:10]=[C:11]([O:24][CH3:25])[CH:12]=[C:13]([C:15](=[O:23])[NH:16][CH:17]2[CH2:18][CH2:19][N:20]([CH2:33][C:32]3[CH:35]=[C:36]([O:43][CH2:44][CH3:45])[C:37]([N:38]4[CH:42]=[CH:41][CH:40]=[CH:39]4)=[C:30]([O:29][CH2:27][CH3:28])[CH:31]=3)[CH2:21][CH2:22]2)[CH:14]=1)([CH3:6])[CH3:7])[CH3:2] |f:2.3|. Procedure: In analogy to the procedure described in example 50k), 2-[3-methoxy-5-(piperidin-4-ylcarbamoyl)-phenoxy]-2-methyl-propionic acid ethyl ester [example 66b)] was reacted with 3,5-diethoxy-4-pyrrol-1-yl-benzaldehyde (example 40b), sodium cyanoborohydride, N-ethyl-diisopropylamine and acetic acid in ethanol at 50° C. to yield the title compound yellow oil. MS: 608.4 (MH+). The product is FC1=CC(=C(C=C1)C=1C(=CN=NC1)N(C(C1=CC(=CC(=C1)C(F)(F)F)S(=O)(=O)C)=O)C)OC (N-[5-(4-Fluoro-2-methoxy-phenyl)-pyridazin-4-yl]-3-methanesulfonyl-N-methyl-5-trifluoromethyl-benzamide). Procedure: To a solution of 5-(4-fluoro-2-methoxyphenyl)-N-methylpyridazin-4-amine (27 mg, 116 μmol) in dichloromethane (1 mL) were added 3-(methylsulfonyl)-5-(trifluoromethyl)benzoyl chloride (66.4 mg, 232 mmol) and N,N-diisopropylethylamine (60 mg, 80.9 μL, 463 μmol). The clear, light brown solution was stirred at room temperature for 1.75 h and then poured on saturated aqueous ammonium chloride solution and dichloromethane and the layers were separated. The aqueous layer was extracted three times with d... The solvent is ClCCl (dichloromethane), ClCCl (dichloromethane). The yield is 26.7%. Conditions: time 1.75 hour. The reactants are [Cl-].[NH4+] (ammonium chloride), FC1=CC(=C(C=C1)C=1C(=CN=NC1)NC)OC (5-(4-fluoro-2-methoxyphenyl)-N-methylpyridazin-4-amine), CS(=O)(=O)C=1C=C(C(=O)Cl)C=C(C1)C(F)(F)F (3-(methylsulfonyl)-5-(trifluoromethyl)benzoyl chloride), C(C)(C)N(C(C)C)CC (N,N-diisopropylethylamine). Reaction SMILES: [F:1][C:2]1[CH:7]=[CH:6][C:5]([C:8]2[C:9]([NH:14][CH3:15])=[CH:10][N:11]=[N:12][CH:13]=2)=[C:4]([O:16][CH3:17])[CH:3]=1.[CH3:18][S:19]([C:22]1[CH:23]=[C:24]([CH:28]=[C:29]([C:31]([F:34])([F:33])[F:32])[CH:30]=1)[C:25](Cl)=[O:26])(=[O:21])=[O:20].C(N(CC)C(C)C)(C)C.[Cl-].[NH4+]>ClCCl>[F:1][C:2]1[CH:7]=[CH:6][C:5]([C:8]2[C:9]([N:14]([CH3:15])[C:25](=[O:26])[C:24]3[CH:28]=[C:29]([C:31]([F:34])([F:33])[F:32])[CH:30]=[C:22]([S:19]([CH3:18])(=[O:21])=[O:20])[CH:23]=3)=[CH:10][N:11]=[N:12][CH:13]=2)=[C:4]([O:16][CH3:17])[CH:3]=1 |f:3.4|.